From a dataset of the Open Reaction Database (ORD), a public repository of structured organic reaction records. describe an organic reaction: reactants, conditions, products, and yield Reactants: CCC(C)[C@@H]1[C@H](C=C[C@@]2(O1)C[C@@H]3C[C@H](O2)C/C=C(/[C@H]([C@H](/C=C/C=C/4\CO[C@H]5[C@@]4([C@@H](C=C([C@H]5O)C)C(=O)O3)O)C)O[C@H]6C[C@@H]([C@H]([C@@H](O6)C)O[C@H]7C[C@@H]([C@H]([C@@H](O7)C)O)OC)OC)\C)C (Avermectin). Reagents/catalysts: C1=CC=C(C=C1)P(C2=CC=CC=C2)C3=CC=CC=C3.C1=CC=C(C=C1)P(C2=CC=CC=C2)C3=CC=CC=C3.C1=CC=C(C=C1)P(C2=CC=CC=C2)C3=CC=CC=C3.[Cl-].[Rh] (tris(triphenylphosphine)rhodium (I) chloride). Run in C1(=CC=CC=C1)C (toluene). Run at temperature 40 celsius. The product is CC[C@H](C)[C@@H]1[C@H](CC[C@@]2(O1)C[C@@H]3C[C@H](O2)C/C=C(/[C@H]([C@H](/C=C/C=C/4\CO[C@H]5[C@@]4([C@@H](C=C([C@H]5O)C)C(=O)O3)O)C)O[C@H]6C[C@@H]([C@H]([C@@H](O6)C)O[C@H]7C[C@@H]([C@H]([C@@H](O7)C)O)OC)OC)\C)C (dihydro avermectin Bla). The yield is 98.0%. RXN SMILES: [CH3:1][CH2:2][CH:3]([C@H:5]1[O:10][C@:9]2([O:15][C@@H:14]3[CH2:16][CH:17]=[C:18]([CH3:61])[C@@H:19]([O:40][C@@H:41]4[O:46][C@@H:45]([CH3:47])[C@H:44]([O:48][C@@H:49]5[O:54][C@@H:53]([CH3:55])[C@H:52]([OH:56])[C@@H:51]([O:57][CH3:58])[CH2:50]5)[C@@H:43]([O:59][CH3:60])[CH2:42]4)[C@@H:20]([CH3:39])[CH:21]=[CH:22][CH:23]=[C:24]4[CH2:25][O:26][C@@H:27]5[C@H:32]([OH:33])[C:31]([CH3:34])=[CH:30][C@@H:29]([C:35]([O:37][C@@H:12]([CH2:13]3)[CH2:11]2)=[O:36])[C@:28]45[OH:38])[CH:8]=[CH:7][C@@H:6]1[CH3:62])[CH3:4]>C1(C)C=CC=CC=1.C1C=CC(P(C2C=CC=CC=2)C2C=CC=CC=2)=CC=1.C1C=CC(P(C2C=CC=CC=2)C2C=CC=CC=2)=CC=1.C1C=CC(P(C2C=CC=CC=2)C2C=CC=CC=2)=CC=1.[Cl-].[Rh]>[CH3:1][CH2:2][C@@H:3]([C@H:5]1[O:10][C@:9]2([O:15][C@@H:14]3[CH2:16][CH:17]=[C:18]([CH3:61])[C@@H:19]([O:40][C@@H:41]4[O:46][C@@H:45]([CH3:47])[C@H:44]([O:48][C@@H:49]5[O:54][C@@H:53]([CH3:55])[C@H:52]([OH:56])[C@@H:51]([O:57][CH3:58])[CH2:50]5)[C@@H:43]([O:59][CH3:60])[CH2:42]4)[C@@H:20]([CH3:39])[CH:21]=[CH:22][CH:23]=[C:24]4[CH2:25][O:26][C@@H:27]5[C@H:32]([OH:33])[C:31]([CH3:34])=[CH:30][C@@H:29]([C:35]([O:37][C@@H:12]([CH2:13]3)[CH2:11]2)=[O:36])[C@:28]45[OH:38])[CH2:8][CH2:7][C@@H:6]1[CH3:62])[CH3:4] |f:2.3.4.5.6|. Procedure: 39 g of Avermectin Bla is dissolved in 1540 ml of toluene and introduced into a 4 liter stirred autoclave. To this is added 3.9 g of tris(triphenylphosphine)rhodium (I) chloride (Wilkinson's catalyst). A hydrogenation pressure of 40 psi and a temperature of 40° C. is maintained with stirring for 41/2 hours. At the end of this period liquid chromatographic analysis indicates 98% yield of dihydro avermectin Bla with 1.5% of tetrahydro avermectin Bla. The toluene is removed by evaporation in vacuo ...